This data is from the Open Reaction Database (ORD), a public repository of structured organic reaction records. The task is: describe an organic reaction: reactants, conditions, products, and yield Starting materials: CC(C)=O, [O-][Cl+][O-], NS(=O)(=O)O, [Na+], O, O, O=Cc1cc(-c2ccccc2)cs1. Yields the product O=C(O)c1cc(-c2ccccc2)cs1. RXN SMILES: [CH3:24][C:25]([CH3:26])=[O:27].[Cl+:19]([O-:20])[O-:21].[NH2:14][S:15]([OH:16])(=[O:17])=[O:18].[Na+:22].[OH2:23].[OH2:28].[c:1]1(-[c:7]2[cH:8][c:9]([CH:12]=[O:13])[s:10][cH:11]2)[cH:2][cH:3][cH:4][cH:5][cH:6]1>>[c:1]1(-[c:7]2[cH:8][c:9]([C:12](=[O:13])[OH:16])[s:10][cH:11]2)[cH:2][cH:3][cH:4][cH:5][cH:6]1. Reactants: COC(=O)CCCCCNc1ncnc2oc(-c3ccccc3OC)c(-c3ccc(OC)cc3)c12, CCOC(C)=O, Cl, [Na+], C1COCCO1, [OH-]. The product is COc1ccc(-c2c(-c3ccccc3OC)oc3ncnc(NCCCCCC(=O)O)c23)cc1. As a reaction SMILES: [CH3:1][O:2][C:3]([CH2:4][CH2:5][CH2:6][CH2:7][CH2:8][NH:9][c:10]1[c:11]2[c:12]([n:13][cH:14][n:15]1)[o:16][c:17](-[c:27]1[c:28]([O:33][CH3:34])[cH:29][cH:30][cH:31][cH:32]1)[c:18]2-[c:19]1[cH:20][cH:21][c:22]([O:25][CH3:26])[cH:23][cH:24]1)=[O:35].[CH3:39][CH2:40][O:41][C:42](=[O:43])[CH3:44].[ClH:38].[Na+:37].[O:45]1[CH2:46][CH2:47][O:48][CH2:49][CH2:50]1.[OH-:36]>>[O:2]=[C:3]([CH2:4][CH2:5][CH2:6][CH2:7][CH2:8][NH:9][c:10]1[c:11]2[c:12]([n:13][cH:14][n:15]1)[o:16][c:17](-[c:27]1[c:28]([O:33][CH3:34])[cH:29][cH:30][cH:31][cH:32]1)[c:18]2-[c:19]1[cH:20][cH:21][c:22]([O:25][CH3:26])[cH:23][cH:24]1)[OH:35]. Starting materials: NC1=C(N=NN1C(CCCC1=CC=CC=C1)C)C(=O)N (5-amino-1-(1-methyl-4-phenyl-butyl)-1H-[1,2,3]triazole-4-carboxamide), C(C(O)C1=CC=CC=C1)(=O)OC (methyl mandelate). The product is OC(C=1NC(C2=C(N1)N(N=N2)C(CCCC2=CC=CC=C2)C)=O)C2=CC=CC=C2 (5-(Hydroxy-phenyl-methyl)-3-(1-methyl-4-phenyl-butyl)-3,6-dihydro-[1,2,3]triazolo-[4,5-d]pyrimidin-7-one). Reaction SMILES: [NH2:1][C:2]1[N:6]([CH:7]([CH3:17])[CH2:8][CH2:9][CH2:10][C:11]2[CH:16]=[CH:15][CH:14]=[CH:13][CH:12]=2)[N:5]=[N:4][C:3]=1[C:18]([NH2:20])=[O:19].[C:21](OC)(=O)[CH:22]([C:24]1[CH:29]=[CH:28][CH:27]=[CH:26][CH:25]=1)[OH:23]>>[OH:23][CH:22]([C:24]1[CH:29]=[CH:28][CH:27]=[CH:26][CH:25]=1)[C:21]1[NH:20][C:18](=[O:19])[C:3]2[N:4]=[N:5][N:6]([CH:7]([CH3:17])[CH2:8][CH2:9][CH2:10][C:11]3[CH:12]=[CH:13][CH:14]=[CH:15][CH:16]=3)[C:2]=2[N:1]=1. Reported procedure: Analogously to the procedure of Example 5, the title compound is prepared from 1.0 g (3.8 mmol) of 5-amino-1-(1-methyl-4-phenyl-butyl)-1H-[1,2,3]triazole-4-carboxamide and 1.89 g (11.4 mmol) of methyl mandelate.